Dataset: the Open Reaction Database (ORD), a public repository of structured organic reaction records. Task: describe an organic reaction: reactants, conditions, products, and yield Reactants: COC(=O)COc1cc(OC)c(SCCc2cn(Cc3ccc(C(F)(F)F)cc3)c3ccccc23)cc1C, COC(=O)COc1cc(OC)c(SCCc2c[nH]c3ccccc23)cc1C, Cl, FC(F)(F)c1ccc(CBr)cc1, [H-], [Na+], CN(C)C=O. Product: COc1cc(OCC(=O)O)c(C)cc1SCCc1cn(Cc2ccc(C(F)(F)F)cc2)c2ccccc12. RXN SMILES: [CH3:1][O:2][C:3]([CH2:4][O:5][c:6]1[c:7]([CH3:37])[cH:8][c:9]([S:14][CH2:15][CH2:16][c:17]2[cH:18][n:19]([CH2:26][c:27]3[cH:28][cH:29][c:30]([C:33]([F:34])([F:35])[F:36])[cH:31][cH:32]3)[c:20]3[cH:21][cH:22][cH:23][cH:24][c:25]23)[c:10]([O:12][CH3:13])[cH:11]1)=[O:38].[CH3:39][O:40][C:41](=[O:42])[CH2:43][O:44][c:45]1[cH:46][c:47]([O:48][CH3:49])[c:50]([S:51][CH2:52][CH2:53][c:54]2[c:55]3[c:56]([cH:57][cH:58][cH:59][cH:60]3)[nH:61][cH:62]2)[cH:63][c:64]1[CH3:65].[ClH:80].[F:68][C:69]([F:70])([F:71])[c:72]1[cH:73][cH:74][c:75]([CH2:76][Br:77])[cH:78][cH:79]1.[H-:67].[Na+:66].[O:81]=[CH:82][N:83]([CH3:84])[CH3:85]>>[O:2]=[C:3]([CH2:4][O:5][c:6]1[c:7]([CH3:37])[cH:8][c:9]([S:14][CH2:15][CH2:16][c:17]2[cH:18][n:19]([CH2:26][c:27]3[cH:28][cH:29][c:30]([C:33]([F:34])([F:35])[F:36])[cH:31][cH:32]3)[c:20]3[cH:21][cH:22][cH:23][cH:24][c:25]23)[c:10]([O:12][CH3:13])[cH:11]1)[OH:38]. The product is O=[N+]([O-])c1cccc([N+](=O)[O-])c1NCCO. The reactants are CCO, O=[N+]([O-])c1cccc([N+](=O)[O-])c1Cl, NCCO, O. Reaction SMILES: [CH3:14][CH2:15][OH:16].[Cl:1][c:2]1[c:3]([N+:11](=[O:12])[O-:13])[cH:4][cH:5][cH:6][c:7]1[N+:8](=[O:9])[O-:10].[NH2:17][CH2:18][CH2:19][OH:20].[OH2:21]>>[c:2]1([NH:17][CH2:18][CH2:19][OH:20])[c:3]([N+:11](=[O:12])[O-:13])[cH:4][cH:5][cH:6][c:7]1[N+:8](=[O:9])[O-:10]. Reactants: CC1C(C(CCC1)(C)C)CCCC (1,3,3-trimethyl-2-(but-1-yl)-cyclohexane), [Cr](=O)(=O)(OC(C)(C)C)[O-] (tert.butyl chromate). The product is CC=1C(CCC(C1CCCC)(C)C)=O (2,4,4-trimethyl-3-(but-1-yl)-cyclohex-2-en-1-one). RXN SMILES: [Cr]([O-])(OC(C)(C)C)(=O)=[O:2].[CH3:10][CH:11]1[CH2:16][CH2:15][CH2:14][C:13]([CH3:18])([CH3:17])[CH:12]1[CH2:19][CH2:20][CH2:21][CH3:22]>>[CH3:10][C:11]1[C:16](=[O:2])[CH2:15][CH2:14][C:13]([CH3:17])([CH3:18])[C:12]=1[CH2:19][CH2:20][CH2:21][CH3:22]. Procedure details: 18 g Of the mixture of alkenes obtained by dehydration of dihydro-β-ionol as described in example 1 was dissolved in 150 ml of methanol and hydrogenated at atmospheric pressure using 0.5 g of a catalyst consisting of 5% Palladium on charcoal. Hydrogenation was stopped when the uptake of hydrogen markedly slowed down. A 1:1 mixture of 1,3,3-trimethyl-2-(but-1-yl)-cyclohex-1-ene and 1,3,3-trimethyl-2-(but-1-yl)-cyclohexane was obtained. This mixture was oxidized with tert.butyl chromate as describ... Starting materials: Br[Mg]c1ccccc1, C1CCOC1, CCOC(C)=O, [Cu]Br, CS(=O)(=O)OC1CN(C(c2ccccc2)c2ccccc2)C1. The product is c1ccc(C2CN(C(c3ccccc3)c3ccccc3)C2)cc1. As a reaction SMILES: [Br:1][Mg:2][c:3]1[cH:4][cH:5][cH:6][cH:7][cH:8]1.[CH2:31]1[O:32][CH2:33][CH2:34][CH2:35]1.[CH3:36][CH2:37][O:38][C:39]([CH3:40])=[O:41].[Cu:42][Br:43].[c:9]1([CH:15]([N:16]2[CH2:17][CH:18]([O:20][S:21]([CH3:22])(=[O:23])=[O:24])[CH2:19]2)[c:25]2[cH:26][cH:27][cH:28][cH:29][cH:30]2)[cH:10][cH:11][cH:12][cH:13][cH:14]1>>[c:3]1([CH:18]2[CH2:17][N:16]([CH:15]([c:9]3[cH:10][cH:11][cH:12][cH:13][cH:14]3)[c:25]3[cH:26][cH:27][cH:28][cH:29][cH:30]3)[CH2:19]2)[cH:4][cH:5][cH:6][cH:7][cH:8]1.